Task: describe an organic reaction: reactants, conditions, products, and yield. Dataset: the Open Reaction Database (ORD), a public repository of structured organic reaction records RXN SMILES: [Cl:1][C:2]1[CH:7]=[CH:6][C:5]([CH:8]2[CH2:14][C:13](=[O:15])[O:12][C:10](=O)[CH2:9]2)=[CH:4][CH:3]=1.[Cl:16][C:17]1[CH:25]=[C:21]([C:22]([NH2:24])=[O:23])[C:20]([NH2:26])=[CH:19][CH:18]=1>>[Cl:1][C:2]1[CH:3]=[CH:4][C:5]([CH:8]([CH2:9][C:10]2[N:24]=[C:22]([OH:23])[C:21]3[C:20](=[CH:19][CH:18]=[C:17]([Cl:16])[CH:25]=3)[N:26]=2)[CH2:14][C:13]([OH:12])=[O:15])=[CH:6][CH:7]=1. Product: ClC1=CC=C(C=C1)C(CC(=O)O)CC1=NC2=CC=C(C=C2C(=N1)O)Cl (3-(4-chlorophenyl)-4-(6-chloro-4-hydroxy-2-quinazolinyl)butanoic acid). The reactants are ClC1=CC=C(C=C1)C1CC(=O)OC(C1)=O (3-(4-chlorophenyl)glutaric anhydride), ClC1=CC=C(C(C(=O)N)=C1)N (5-chloroanthranilamide). Reported procedure: By a procedure similar to that of 1.133, starting from 3-(4-chlorophenyl)glutaric anhydride and 5-chloroanthranilamide, 3-(4-chlorophenyl)-4-(6-chloro-4-hydroxy-2-quinazolinyl)butanoic acid was obtained as colourless solid. Starting materials: [BH4-], CC(C)(C)OC(=O)Cc1ccc2c(n1)N(C(=O)OC(C)(C)C)CCO2, C1CCOC1, [Li+]. Product: CC(C)(C)OC(=O)N1CCOc2ccc(CCO)nc21. Reaction SMILES: [BH4-:26].[C:1]([CH3:2])([CH3:3])([CH3:4])[O:5][C:6](=[O:7])[N:8]1[c:9]2[c:10]([cH:14][cH:15][c:16]([CH2:18][C:19](=[O:20])[O:21][C:22]([CH3:23])([CH3:24])[CH3:25])[n:17]2)[O:11][CH2:12][CH2:13]1.[CH2:28]1[O:29][CH2:30][CH2:31][CH2:32]1.[Li+:27]>>[C:1]([CH3:2])([CH3:3])([CH3:4])[O:5][C:6](=[O:7])[N:8]1[c:9]2[c:10]([cH:14][cH:15][c:16]([CH2:18][CH2:19][OH:20])[n:17]2)[O:11][CH2:12][CH2:13]1. Starting materials: Cl.Cl.NC1=CC=C(C=C1)NC(CN1CCC(CC1)CC1=CC=CC=C1)=O (N-(4-amino-phenyl)-2-(4-benzyl-piperidin-1-yl)-acetamide dihydrochloride), C(C1=CC=CC=C1)=O (benzaldehyde). Run in C(C)OCC.C(C)(=O)OCC (diethylether ethyl acetate). Product: Cl.Cl.C(C1=CC=CC=C1)NC1=CC=C(C=C1)NC(CN1CCC(CC1)CC1=CC=CC=C1)=O (N-(4-Benzylamino-phenyl)-2-(4-benzyl-piperidin-1-yl)-acetamide dihydrochloride). As a reaction SMILES: [ClH:1].Cl.[NH2:3][C:4]1[CH:9]=[CH:8][C:7]([NH:10][C:11](=[O:26])[CH2:12][N:13]2[CH2:18][CH2:17][CH:16]([CH2:19][C:20]3[CH:25]=[CH:24][CH:23]=[CH:22][CH:21]=3)[CH2:15][CH2:14]2)=[CH:6][CH:5]=1.[CH:27](=O)[C:28]1[CH:33]=[CH:32][CH:31]=[CH:30][CH:29]=1>C(OCC)C.C(OCC)(=O)C>[ClH:1].[ClH:1].[CH2:27]([NH:3][C:4]1[CH:9]=[CH:8][C:7]([NH:10][C:11](=[O:26])[CH2:12][N:13]2[CH2:18][CH2:17][CH:16]([CH2:19][C:20]3[CH:25]=[CH:24][CH:23]=[CH:22][CH:21]=3)[CH2:15][CH2:14]2)=[CH:6][CH:5]=1)[C:28]1[CH:33]=[CH:32][CH:31]=[CH:30][CH:29]=1 |f:0.1.2,4.5,6.7.8|. Procedure details: The title compound is prepared from N-(4-amino-phenyl)-2-(4-benzyl-piperidin-1-yl)-acetamide dihydrochloride (Example 174) and benzaldehyde according to the method described in Example 177. Melting Point: 147° C. (dec.) (diethylether-ethyl acetate) Starting materials: ClC=1C=C(C=CC1Cl)C1(CN(CC1)CC1=CC(=C(C(=C1)OC)OC)OC)CCBr (2-[3-(3,4-dichloro-phenyl)-1-(3,4,5-trimethoxy-benzyl)-pyrrolidin-3-yl]-ethyl-bromide), Cl.C1(=CC=CC=C1)C1(CCNCC1)C(=O)N (4-phenyl-piperidine-4-carboxylic acid amide hydrochloride). Yields the product ClC=1C=C(C=CC1Cl)C1(CN(CC1)CC1=CC(=C(C(=C1)OC)OC)OC)CCN1CCC(CC1)(C(=O)N)C1=CC=CC=C1 (1-[2-[3-(3,4-dichloro-phenyl)-1-(3,4,5-trimethoxy-benzyl)-pyrrolidin-3-yl]-ethyl]-4-phenyl-piperidine-4-carboxylic acid amide). RXN SMILES: [Cl:1][C:2]1[CH:3]=[C:4]([C:9]2([CH2:27][CH2:28]Br)[CH2:13][CH2:12][N:11]([CH2:14][C:15]3[CH:20]=[C:19]([O:21][CH3:22])[C:18]([O:23][CH3:24])=[C:17]([O:25][CH3:26])[CH:16]=3)[CH2:10]2)[CH:5]=[CH:6][C:7]=1[Cl:8].Cl.[C:31]1([C:37]2([C:43]([NH2:45])=[O:44])[CH2:42][CH2:41][NH:40][CH2:39][CH2:38]2)[CH:36]=[CH:35][CH:34]=[CH:33][CH:32]=1>>[Cl:1][C:2]1[CH:3]=[C:4]([C:9]2([CH2:27][CH2:28][N:40]3[CH2:39][CH2:38][C:37]([C:31]4[CH:32]=[CH:33][CH:34]=[CH:35][CH:36]=4)([C:43]([NH2:45])=[O:44])[CH2:42][CH2:41]3)[CH2:13][CH2:12][N:11]([CH2:14][C:15]3[CH:20]=[C:19]([O:21][CH3:22])[C:18]([O:23][CH3:24])=[C:17]([O:25][CH3:26])[CH:16]=3)[CH2:10]2)[CH:5]=[CH:6][C:7]=1[Cl:8] |f:1.2|. Procedure details: Prepare according to the method of example 57.8 using 2-[3-(3,4-dichloro-phenyl)-1-(3,4,5-trimethoxy-benzyl)-pyrrolidin-3-yl]-ethyl-bromide (5 mmol) and 4-phenyl-piperidine-4-carboxylic acid amide hydrochloride (7.5 mmol, 1.5 eq.). Chromatograph on silica gel to give the title compound.